This data is from the Open Reaction Database (ORD), a public repository of structured organic reaction records. The task is: describe an organic reaction: reactants, conditions, products, and yield Reactants: CC1(C)CCC(=O)NC1, ClC(Cl)Cl, O=S(=O)(Cl)Cl. The product is CC1(C)CNC(=O)C(Cl)(Cl)C1. Reaction SMILES: [CH3:1][C:2]1([CH3:9])[CH2:3][CH2:4][C:5](=[O:8])[NH:6][CH2:7]1.[Cl:15][CH:16]([Cl:17])[Cl:18].[S:10]([Cl:11])([Cl:12])(=[O:13])=[O:14]>>[CH2:1]1[C:2]([CH3:3])([CH3:9])[CH2:7][NH:6][C:5](=[O:8])[C:16]1([Cl:15])[Cl:18]. Starting materials: C(O)([O-])=O.[Na+] (sodium hydrogen carbonate), CO (methanol), C(C)(=O)O (acetic acid), BrC1=CC(=C(C(=O)OC)C=C1)[N+](=O)[O-] (methyl 4-bromo-2-nitrobenzoate). Reagents/catalysts: [Fe] (iron). Solvent: C(C)(=O)OCC (ethyl acetate). The product is NC1=C(C(=O)OC)C=CC(=C1)Br (methyl 2-amino-4-bromobenzoate). RXN SMILES: CO.C(O)(=O)C.[Br:7][C:8]1[CH:17]=[CH:16][C:11]([C:12]([O:14][CH3:15])=[O:13])=[C:10]([N+:18]([O-])=O)[CH:9]=1.C(=O)([O-])O.[Na+]>[Fe].C(OCC)(=O)C>[NH2:18][C:10]1[CH:9]=[C:8]([Br:7])[CH:17]=[CH:16][C:11]=1[C:12]([O:14][CH3:15])=[O:13] |f:3.4|. Procedure details: 2.6 g of iron powder was added to a mixed solution of 20 mL of methanol and 20 ml, of acetic acid containing 4.0 g of methyl 4-bromo-2-nitrobenzoate, and the resulting mixture was heated to reflux for 3 hours. After the reaction mixture was cooled to room temperature, a saturated sodium hydrogen carbonate aqueous solution and ethyl acetate were added and insoluble were removed by filtration. The organic layer was separated and dried over anhydrous magnesium sulfate after washed with a saturated ...